From a dataset of the Open Reaction Database (ORD), a public repository of structured organic reaction records. describe an organic reaction: reactants, conditions, products, and yield Yields the product COC1=C(C(=C(C(=C1)C)C=CC=CC=C(C(=O)OCC)C)C)C (Ethyl 7-(4-Methoxy-2,3,6-Trimethylphenyl)-2-Methyl-Hepta-2,4,6-Trienoate). RXN SMILES: [H-].[Na+].[CH3:3][CH2:4][O:5][C:6]([CH:8](P(OCC)(OCC)=O)[CH3:9])=[O:7].[CH3:18][O:19][C:20]1[CH:25]=[C:24]([CH3:26])[C:23]([CH:27]=[CH:28][CH:29]=[CH:30][CH:31]=O)=[C:22]([CH3:33])[C:21]=1[CH3:34]>O1CCCC1>[CH3:18][O:19][C:20]1[CH:25]=[C:24]([CH3:26])[C:23]([CH:27]=[CH:28][CH:29]=[CH:30][CH:31]=[C:8]([CH3:9])[C:6]([O:5][CH2:4][CH3:3])=[O:7])=[C:22]([CH3:33])[C:21]=1[CH3:34] |f:0.1|. Starting materials: COC1=C(C(=C(C(=C1)C)C=CC=CC=O)C)C (5-(4-methoxy-2,3,6-trimethylphenyl)-penta-2,4-dien-1-al), [H-].[Na+] (NaH), ice, CCOC(=O)C(C)P(=O)(OCC)OCC (triethyl 2-phosphonopropionate). Run at temperature 0 celsius. Procedure details: To a suspension of NaH (2g of 50% reagent) in 100 ml of tetrahydrofuran (THF), stirred under an atmosphere of nitrogen at 0° C., (ice bath), was added dropwise 8.8 g (37 mmol) of triethyl 2-phosphonopropionate. The resulting mixture was stirred in the ice bath for additional 2.5 hrs and a solution of 5-(4-methoxy-2,3,6-trimethylphenyl)-penta-2,4-dien-1-al (8.4 g, 37 mmol) in 20 ml of THF was added. The mixture was stirred at room temperature for 4 hrs. The solvent is O1CCCC1 (THF), O1CCCC1 (tetrahydrofuran).